From a dataset of the Open Reaction Database (ORD), a public repository of structured organic reaction records. describe an organic reaction: reactants, conditions, products, and yield Starting materials: C1CCNCC1, O=C(O)C(F)(F)F, O=C(O)CNc1ccc(-c2ccccc2F)nc1. Product: O=C(O)C(F)(F)F, O=C(CNc1ccc(-c2ccccc2F)nc1)N1CCCCC1. As a reaction SMILES: [CH2:26]1[CH2:27][CH2:28][NH:29][CH2:30][CH2:31]1.[F:1][C:2]([C:3](=[O:4])[OH:5])([F:6])[F:7].[F:8][c:9]1[c:10](-[c:15]2[cH:16][cH:17][c:18]([NH:21][CH2:22][C:23](=[O:24])[OH:25])[cH:19][n:20]2)[cH:11][cH:12][cH:13][cH:14]1>>[F:1][C:2]([C:3](=[O:4])[OH:5])([F:6])[F:7].[F:8][c:9]1[c:10](-[c:15]2[cH:16][cH:17][c:18]([NH:21][CH2:22][C:23](=[O:25])[N:29]3[CH2:28][CH2:27][CH2:26][CH2:31][CH2:30]3)[cH:19][n:20]2)[cH:11][cH:12][cH:13][cH:14]1. Reactants: CCNC(=O)O, COc1ccc2c(c1)C1CNCC1C2C, Cl, O. Product: Cl, CC1c2ccc(O)cc2C2CNCC12. As a reaction SMILES: [CH2:16]([NH:17][C:18](=[O:19])[OH:20])[CH3:21].[CH3:1][O:2][c:3]1[cH:4][cH:5][c:6]2[c:13]([cH:14]1)[CH:9]1[CH:8]([CH:7]2[CH3:15])[CH2:12][NH:11][CH2:10]1.[ClH:22].[OH2:23]>>[ClH:22].[OH:2][c:3]1[cH:4][cH:5][c:6]2[c:13]([cH:14]1)[CH:9]1[CH:8]([CH:7]2[CH3:15])[CH2:12][NH:11][CH2:10]1. The reactants are C=1(C(=CC=C2CCCCC12)C1=CC=2CCCCC2C=C1)O (5,5′,6,6′,7,7′,8,8′-octahydro-2,2′-binaphthol), CS(=O)(=O)OC(C)C (isopropyl methanesulfonate). The reagents and catalysts are [O-]S(=O)(=O)C(F)(F)F.[Sc+3].[O-]S(=O)(=O)C(F)(F)F.[O-]S(=O)(=O)C(F)(F)F (scandium triflate). The solvent is C(Cl)(Cl)(Cl)Cl (carbon tetrachloride). Reaction conditions: time 18 hour. Yields the product C(C)(C)C1=C(C(=C2CCCCC2=C1)O)C1=CC=2CCCCC2C=C1 (3-isopropyl-5,5′,6,6′,7,7′,8,8′-octahydro-2,2′-binaphthol). Isolated yield 78.0%. Reaction SMILES: [C:1]1([OH:21])[C:2]([C:11]2[CH:20]=[CH:19][C:18]3[CH2:17][CH2:16][CH2:15][CH2:14][C:13]=3[CH:12]=2)=[CH:3][CH:4]=[C:5]2[C:10]=1[CH2:9][CH2:8][CH2:7][CH2:6]2.CS(O[CH:27]([CH3:29])[CH3:28])(=O)=O>[O-]S(C(F)(F)F)(=O)=O.[Sc+3].[O-]S(C(F)(F)F)(=O)=O.[O-]S(C(F)(F)F)(=O)=O.C(Cl)(Cl)(Cl)Cl>[CH:27]([C:3]1[CH:4]=[C:5]2[C:10]([CH2:9][CH2:8][CH2:7][CH2:6]2)=[C:1]([OH:21])[C:2]=1[C:11]1[CH:20]=[CH:19][C:18]2[CH2:17][CH2:16][CH2:15][CH2:14][C:13]=2[CH:12]=1)([CH3:29])[CH3:28] |f:2.3.4.5|. Procedure: A mixture of 5,5′,6,6′,7,7′,8,8′-octahydro-2,2′-binaphthol (2 g, 6.8 mmol), isopropyl methanesulfonate (5.5 mmol), scandium triflate (0.34 g, 5 mol %), and carbon tetrachloride (10 ml) was brought to reflux under argon. After 18 hours, GC indicated 65% conversion to give 78% desired product. Additional isopropyl methanesulfonate (3.1 mmol) was added, and the reaction mixture was refluxed for another 8 hours. GC showed 86% conversion, and 76% selectivity to 3-isopropyl-5,5′,6,6′,7,7′,8,8′-octahyd... The reactants are CN(C)CCN(C)C (TMEDA), C(C1=CC=CC=C1)SC#C (benzylthioacetylene). Reagents/catalysts: Cl[Cu] (CuCl). The solvent is CC(=O)C (acetone). Conditions: time 3 hour. The product is C(C1=CC=CC=C1)SC#CC#CSCC1=CC=CC=C1 (1,4-Bis(benzylthio)-1,3-butadiyne). The yield is 97.0%. As a reaction SMILES: CN([CH2:4][CH2:5]N(C)C)C.[CH2:9]([S:16][C:17]#[CH:18])[C:10]1[CH:15]=[CH:14][CH:13]=[CH:12][CH:11]=1>Cl[Cu].CC(C)=O>[CH2:9]([S:16][C:17]#[C:18][C:10]#[C:9][S:16][CH2:17][C:5]1[CH:4]=[CH:14][CH:13]=[CH:12][CH:11]=1)[C:10]1[CH:15]=[CH:14][CH:13]=[CH:12][CH:11]=1. Procedure details: To a solution of trimethylsilylacetylene (10 mL, 71 mmol) in ether (100 mL) under argon at -78° C. was slowly added n-BuLi (2.5 M in hexanes, 28.3 mL, 71 mmol). The solution was warmed to -20° C. and then cooled to -70° C. Sulfur powder (2.3 g, 72 mmol), in a flask connected to the reaction vessel by Gooch tubing, was poured into the reaction mixture. The mixture was warmed to 10° C., becoming a pale yellow solution. Benzyl bromide (8.5 mL, 72 mmol) was added to quench the reaction. The resultin... Solvent: C1CCOC1 (THF). Product: C(C1=CC=CC=C1)OC(=O)N[C@@H](CCCCNC(=O)OC(C)(C)C)C(=O)N (Nα -Benzyloxycarbonyl-Nε -t-butyloxycarbonyl-L-lysinamide). RXN SMILES: [NH3:1].[CH3:2][C:3]([O:6][C:7]([NH:9][CH2:10][CH2:11][CH2:12][CH2:13][C@H:14]([NH:27][C:28]([O:30][CH2:31][C:32]1[CH:37]=[CH:36][CH:35]=[CH:34][CH:33]=1)=[O:29])[C:15](OC1C=CC([N+]([O-])=O)=CC=1)=[O:16])=[O:8])([CH3:5])[CH3:4]>C1COCC1>[CH2:31]([O:30][C:28]([NH:27][C@H:14]([C:15]([NH2:1])=[O:16])[CH2:13][CH2:12][CH2:11][CH2:10][NH:9][C:7]([O:6][C:3]([CH3:5])([CH3:4])[CH3:2])=[O:8])=[O:29])[C:32]1[CH:37]=[CH:36][CH:35]=[CH:34][CH:33]=1. Reactants: N (NH3), CC(C)(C)OC(=O)NCCCC[C@@H](C(=O)OC1=CC=C(C=C1)[N+](=O)[O-])NC(=O)OCC2=CC=CC=C2 (Z-Lys(Boc)ONp). Procedure: A stream of NH3 was passed over a solution of Z-Lys(Boc)ONp (10.2 g, 2.0 mmole, Bachem) in THF (200 ml) for about 3 hr. A precipitate formed. The solvent was removed and the residue triturated and thoroughly washed with ether. The dried protected amide weighed 5.8 g (75%), m.p. 140°-142°, [α]D24 +1.9° (c 1.3. DMF): RfB, 0.54; RfG, 0.54. Starting materials: S(N)(OC[C@H]1OC(O[C@@H]1C1=C(C=CC=C1)[N+](=O)[O-])(C)C)(=O)=O (((4R,5R)-5-(2-nitrophenyl)-2,2-dimethyl-1,3-dioxolan-4-yl)methyl sulfamate), Cl (HCl), C1=CN(C=N1)C(=O)N2C=CN=C2 (CDI). The product is S(N)(OC[C@H]1OC(O[C@@H]1C1=C(C=CC=C1)[N+](=O)[O-])=O)(=O)=O (((4R,5R)-5-(2-nitrophenyl)-2-oxo-1,3-dioxolan-4-yl)methyl sulfamate). Run at time 5 hour. Procedure: To a stirred solution of ((4R,5R)-5-(2-nitrophenyl)-2,2-dimethyl-1,3-dioxolan-4-yl)methyl sulfamate (Example 77, 5.2 g, 16 mmol) in EtOAc (50 mL) was added 3N HCl (24.6 mL, 80.0 mmol) at room temperature. The mixture was stirred for 5 h. The resulting mixture was diluted with EtOAc, washed with sat. NaHCO3, dried over MgSO4, filtered, and concentrated under reduced pressure. The crude product stirred in THF (35 mL) was added CDI (2.91 g, 17.9 mmol) at room temperature. The mixture was stirred fo... Run in CCOC(=O)C (EtOAc), CCOC(=O)C (EtOAc), CCOC(=O)C (EtOAc). As a reaction SMILES: [S:1](=[O:22])(=[O:21])([O:3][CH2:4][C@@H:5]1[C@@H:9]([C:10]2[CH:15]=[CH:14][CH:13]=[CH:12][C:11]=2[N+:16]([O-:18])=[O:17])[O:8][C:7](C)(C)[O:6]1)[NH2:2].Cl.C1N=CN(C(N2C=NC=C2)=[O:30])C=1>CCOC(C)=O>[S:1](=[O:22])(=[O:21])([O:3][CH2:4][C@@H:5]1[C@@H:9]([C:10]2[CH:15]=[CH:14][CH:13]=[CH:12][C:11]=2[N+:16]([O-:18])=[O:17])[O:8][C:7](=[O:30])[O:6]1)[NH2:2]. Yield: 51.1%. Reactants: CCN=C=NCCCN(C)C, CC(C)c1csc(C(=O)O)n1, COc1ccc(C(N)=O)c(N)c1C, CN(C)C=O, O=C(O)CC(O)(CC(=O)O)C(=O)O. The product is COc1ccc(C(N)=O)c(NC(=O)c2nc(C(C)C)cs2)c1C. Reaction SMILES: [CH3:25][CH2:26][N:27]=[C:28]=[N:29][CH2:30][CH2:31][CH2:32][N:33]([CH3:34])[CH3:35].[CH:14]([CH3:15])([CH3:16])[c:17]1[n:18][c:19]([C:22](=[O:23])[OH:24])[s:20][cH:21]1.[NH2:1][c:2]1[c:3]([C:4](=[O:5])[NH2:6])[cH:7][cH:8][c:9]([O:12][CH3:13])[c:10]1[CH3:11].[O:49]=[CH:50][N:51]([CH3:52])[CH3:53].[OH:36][C:37]([CH2:38][C:39]([C:40](=[O:41])[OH:42])([CH2:43][C:44](=[O:45])[OH:46])[OH:47])=[O:48]>>[NH:1]([c:2]1[c:3]([C:4](=[O:5])[NH2:6])[cH:7][cH:8][c:9]([O:12][CH3:13])[c:10]1[CH3:11])[C:22]([c:19]1[n:18][c:17]([CH:14]([CH3:15])[CH3:16])[cH:21][s:20]1)=[O:23]. The reactants are COc1cc(Br)cn2ncc(C#CC3CC3)c12, C1COCCO1, Cn1cc(B2OC(C)(C)C(C)(C)O2)cn1, CCOC(C)=O, [Na+], [Na+], O=C([O-])[O-], c1ccc(P(c2ccccc2)(c2ccccc2)[Pd](P(c2ccccc2)(c2ccccc2)c2ccccc2)(P(c2ccccc2)(c2ccccc2)c2ccccc2)P(c2ccccc2)(c2ccccc2)c2ccccc2)cc1. Yields the product COc1cc(-c2cnn(C)c2)cn2ncc(C#CC3CC3)c12. Reaction SMILES: [Br:1][c:2]1[cH:3][c:4]([O:16][CH3:17])[c:5]2[n:6]([cH:7]1)[n:8][cH:9][c:10]2[C:11]#[C:12][CH:13]1[CH2:14][CH2:15]1.[CH2:39]1[O:40][CH2:41][CH2:42][O:43][CH2:44]1.[CH3:18][n:19]1[n:20][cH:21][c:22]([B:24]2[O:25][C:26]([CH3:27])([CH3:28])[C:29]([CH3:30])([CH3:31])[O:32]2)[cH:23]1.[CH3:45][CH2:46][O:47][C:48](=[O:49])[CH3:50].[Na+:33].[Na+:34].[O-:35][C:36](=[O:37])[O-:38].[cH:51]1[cH:52][cH:53][c:54]([P:55]([Pd:56]([P:57]([c:58]2[cH:59][cH:60][cH:61][cH:62][cH:63]2)([c:64]2[cH:65][cH:66][cH:67][cH:68][cH:69]2)[c:70]2[cH:71][cH:72][cH:73][cH:74][cH:75]2)([P:76]([c:77]2[cH:78][cH:79][cH:80][cH:81][cH:82]2)([c:83]2[cH:84][cH:85][cH:86][cH:87][cH:88]2)[c:89]2[cH:90][cH:91][cH:92][cH:93][cH:94]2)[P:95]([c:96]2[cH:97][cH:98][cH:99][cH:100][cH:101]2)([c:102]2[cH:103][cH:104][cH:105][cH:106][cH:107]2)[c:108]2[cH:109][cH:110][cH:111][cH:112][cH:113]2)([c:114]2[cH:115][cH:116][cH:117][cH:118][cH:119]2)[c:120]2[cH:121][cH:122][cH:123][cH:124][cH:125]2)[cH:126][cH:127]1>>[c:2]1(-[c:22]2[cH:21][n:20][n:19]([CH3:18])[cH:23]2)[cH:3][c:4]([O:16][CH3:17])[c:5]2[n:6]([cH:7]1)[n:8][cH:9][c:10]2[C:11]#[C:12][CH:13]1[CH2:14][CH2:15]1.